Task: describe an organic reaction: reactants, conditions, products, and yield. Dataset: the Open Reaction Database (ORD), a public repository of structured organic reaction records The reactants are ClC=1C=CC2=C(N(C(S2)=O)CC(=O)N2CCC(CC2)O)C1 (5-Chloro-3-(4-hydroxypiperidinocarbonylmethyl)benzothiazolin-2-one), C(C)N=C=O (ethyl isocyanate). Run in N1=CC=CC=C1 (pyridine). Run at temperature 50 celsius, time 10 hour. The product is ClC=1C=CC2=C(N(C(S2)=O)CC(=O)N2CCC(CC2)OC(NCC)=O)C1 (5-chloro-3[4-(N-ethylcarbamoyloxy)piperidinocarbonylmethyl]benzothiazolin-2-one). Yield: 77.0%. Reaction SMILES: [Cl:1][C:2]1[CH:3]=[CH:4][C:5]2[S:9][C:8](=[O:10])[N:7]([CH2:11][C:12]([N:14]3[CH2:19][CH2:18][CH:17]([OH:20])[CH2:16][CH2:15]3)=[O:13])[C:6]=2[CH:21]=1.[CH2:22]([N:24]=[C:25]=[O:26])[CH3:23]>N1C=CC=CC=1>[Cl:1][C:2]1[CH:3]=[CH:4][C:5]2[S:9][C:8](=[O:10])[N:7]([CH2:11][C:12]([N:14]3[CH2:15][CH2:16][CH:17]([O:20][C:25](=[O:26])[NH:24][CH2:22][CH3:23])[CH2:18][CH2:19]3)=[O:13])[C:6]=2[CH:21]=1. Procedure details: 5-Chloro-3-(4-hydroxypiperidinocarbonylmethyl)benzothiazolin-2-one (3.2 g) was dissolved in dry pyridine (15 ml) and the solution was cooled. After ethyl isocyanate (0.9 g) was dropwise added to the solution, the resultant was stirred for 10 hours at 50° C. Pyridine was evaporated off under vacuum from the reaction mixture and the residue was recrystallized from ethanol to yield the title compound as colorless crystals (3.0 g). mp 210°-211° C. Isolated yield 84.0%. Starting materials: FC(CN1N=NC(=C1)C=1SC(=C(N1)C)C(=O)OCC)(C1=CC=CC=C1)F (ethyl 2-(1-(2,2-difluoro-2-phenylethyl)-1H-1,2,3-triazol-4-yl)-4-methylthiazole-5-carboxylate), O.[OH-].[Li+] (lithium hydroxide monohydrate). The product is FC(CN1N=NC(=C1)C=1SC(=C(N1)C)C(=O)O)(C1=CC=CC=C1)F (2-(1-(2,2-difluoro-2-phenylethyl)-1H-1,2,3-triazol-4-yl)-4-methylthiazole-5-carboxylic acid). Run in O1CCCC1 (tetrahydrofuran), O (water). Procedure details: To a solution of ethyl 2-(1-(2,2-difluoro-2-phenylethyl)-1H-1,2,3-triazol-4-yl)-4-methylthiazole-5-carboxylate (0.13 g, 0.34 mmol) in a mixture of tetrahydrofuran (8 mL) and water (2 mL) was added lithium hydroxide monohydrate (0.05 g, 1.24 mmol). The reaction mixture was heated to reflux for 17 hours. The solvent was removed in vacuo, and the residue was neutralized to pH 4˜5 with 10% hydrochloric acid. The resulting precipitate was collected by filtration and dried to afford the title compound... RXN SMILES: [F:1][C:2]([F:26])([C:20]1[CH:25]=[CH:24][CH:23]=[CH:22][CH:21]=1)[CH2:3][N:4]1[CH:8]=[C:7]([C:9]2[S:10][C:11]([C:15]([O:17]CC)=[O:16])=[C:12]([CH3:14])[N:13]=2)[N:6]=[N:5]1.O.[OH-].[Li+]>O1CCCC1.O>[F:26][C:2]([F:1])([C:20]1[CH:21]=[CH:22][CH:23]=[CH:24][CH:25]=1)[CH2:3][N:4]1[CH:8]=[C:7]([C:9]2[S:10][C:11]([C:15]([OH:17])=[O:16])=[C:12]([CH3:14])[N:13]=2)[N:6]=[N:5]1 |f:1.2.3|. Reactants: CCOC(=O)c1noc(C)c1C(=O)OC(C)(C)C, O=CO, Cl. The product is CCOC(=O)c1noc(C)c1C(=O)O. RXN SMILES: [CH2:1]([CH3:2])[O:3][C:4](=[O:5])[c:6]1[n:7][o:8][c:9]([CH3:18])[c:10]1[C:11](=[O:12])[O:13][C:14]([CH3:15])([CH3:16])[CH3:17].[CH:20]([OH:21])=[O:22].[ClH:19]>>[CH2:1]([CH3:2])[O:3][C:4](=[O:5])[c:6]1[n:7][o:8][c:9]([CH3:18])[c:10]1[C:11](=[O:12])[OH:13]. The reactants are C(C)(C)OC(\C=C/C(=O)O)=O (maleic acid-monoisopropyl ester), C1(CCCCC1)NCCCN (3-cyclohexylamino-1-propylamine). Solvent: C(C)N(CC)CC (triethylamine). Product: C(C)(C)OC(C[C@H](NCCCNC1CCCCC1)C(=O)O)=O (N-(3'-Cyclohexylaminopropyl)-aspartic acid-4-isopropyl ester). The yield is 81.9%. Reaction SMILES: [CH:1]([O:4][C:5](=[O:11])/[CH:6]=[CH:7]\[C:8]([OH:10])=[O:9])([CH3:3])[CH3:2].[CH:12]1([NH:18][CH2:19][CH2:20][CH2:21][NH2:22])[CH2:17][CH2:16][CH2:15][CH2:14][CH2:13]1>C(N(CC)CC)C>[CH:1]([O:4][C:5](=[O:11])[CH2:6][C@@H:7]([C:8]([OH:10])=[O:9])[NH:22][CH2:21][CH2:20][CH2:19][NH:18][CH:12]1[CH2:17][CH2:16][CH2:15][CH2:14][CH2:13]1)([CH3:3])[CH3:2]. Reported procedure: In a manner analogous to that of Example 1, 400 ml of triethylamine are added to 350.2 g (2.0 mols+10% excess) of maleic acid-monoisopropyl ester, and the mixture is subsequently reacted with 311.3 g (2.0 mols) of 3-cyclohexylamino-1-propylamine at 59°-85° C. for 35 minutes. The reaction mixture is further processed in the manner described in Example 1 to yield 515 g (82.2% of theory) of the desired aspartic acid derivative, which decomposes at 151°-152° C. The reactants are [N+](=O)([O-])C1=C(C(=CC=C1)[N+](=O)[O-])C (2,6-dinitrotoluene), COC(N(C)C)OC (N,N-dimethylformamide dimethylacetal). Solvent: CN(C)C=O (DMF). The product is ( α ), CN(C)C=CC1=CC=CC=C1 (dimethylaminostyrene). Yield: 139.3%. As a reaction SMILES: [N+]([C:4]1[CH:9]=[CH:8][CH:7]=[C:6]([N+]([O-])=O)[C:5]=1[CH3:13])([O-])=O.CO[CH:16](OC)[N:17]([CH3:19])[CH3:18]>CN(C=O)C>[CH3:16][N:17]([CH:19]=[CH:13][C:5]1[CH:6]=[CH:7][CH:8]=[CH:9][CH:4]=1)[CH3:18]. Procedure details: A mixture solution of 2,6-dinitrotoluene (18.2 g, 0.1 mol) and N,N-dimethylformamide dimethylacetal (28 mL, d=0.89, 0.2 mol) in anhydrous DMF (80 mL) was refluxed for 5 h. The mixture was then evaporated to concentrate to a reddish-black oil. After run flash column using CH2Cl2:MeOH (10:1) as eluent to give a red crystalline solid intermediate, 2,6-dinitro-trans-{circumflex over (α)}-dimethylaminostyrene (20.5 g, yield 86%).